From a dataset of the Open Reaction Database (ORD), a public repository of structured organic reaction records. describe an organic reaction: reactants, conditions, products, and yield Starting materials: CCI, CC[O-], CO, [Na+], O=[N+]([O-])c1cc(C(F)(F)F)cc2c1nc(C(F)(F)F)n2O. Yields the product CCOn1c(C(F)(F)F)nc2c([N+](=O)[O-])cc(C(F)(F)F)cc21. As a reaction SMILES: [CH2:22]([CH3:23])[I:24].[CH3:26][CH2:27][O-:28].[CH3:29][OH:30].[Na+:25].[OH:1][n:2]1[c:3]([C:18]([F:19])([F:20])[F:21])[n:4][c:5]2[c:6]1[cH:7][c:8]([C:14]([F:15])([F:16])[F:17])[cH:9][c:10]2[N+:11](=[O:12])[O-:13]>>[O:1]([n:2]1[c:3]([C:18]([F:19])([F:20])[F:21])[n:4][c:5]2[c:6]1[cH:7][c:8]([C:14]([F:15])([F:16])[F:17])[cH:9][c:10]2[N+:11](=[O:12])[O-:13])[CH2:22][CH3:23]. The reactants are CSC1=NC(=O)C(=Cc2cc(C(C)(C)C)c(O)c(C(C)(C)C)c2)S1, CCO, NNC(N)=S. The product is CC(C)(C)c1cc(C=C2SC(=NNC(N)=S)NC2=O)cc(C(C)(C)C)c1O. Reaction SMILES: [CH3:1][C:2]([CH3:3])([CH3:4])[c:5]1[cH:6][c:7]([CH:16]=[C:17]2[C:18](=[O:24])[N:19]=[C:20]([S:22][CH3:23])[S:21]2)[cH:8][c:9]([C:12]([CH3:13])([CH3:14])[CH3:15])[c:10]1[OH:11].[CH3:30][CH2:31][OH:32].[NH2:25][NH:26][C:27](=[S:28])[NH2:29]>>[CH3:1][C:2]([CH3:3])([CH3:4])[c:5]1[cH:6][c:7]([CH:16]=[C:17]2[C:18](=[O:24])[NH:19][C:20](=[N:25][NH:26][C:27](=[S:28])[NH2:29])[S:21]2)[cH:8][c:9]([C:12]([CH3:13])([CH3:14])[CH3:15])[c:10]1[OH:11].